Dataset: the Open Reaction Database (ORD), a public repository of structured organic reaction records. Task: describe an organic reaction: reactants, conditions, products, and yield The reactants are BrC=1C=CC(=C(C(=O)O)C1)Cl (5-bromo-2-chlorobenzoic acid), Cl (HCl), [Al+3].[Cl-].[Cl-].[Cl-] (AlCl3), [OH-].[Na+] (NaOH), C(C(=O)Cl)(=O)Cl (oxalyl chloride), C1(=CC=CC=C1)OCC (phenetole), [Al+3].[Cl-].[Cl-].[Cl-] (AlCl3). Run in C(Cl)Cl (CH2Cl2), CN(C)C=O (DMF). Run at time 8 hour. The product is BrC=1C=CC(=C(C(=O)C2=CC=C(C=C2)OCC)C1)Cl (5-bromo-2-chloro-4′-ethoxybenzophenone). Yield: 63.9%. As a reaction SMILES: [Br:1][C:2]1[CH:3]=[CH:4][C:5]([Cl:11])=[C:6]([CH:10]=1)[C:7]([OH:9])=O.C(Cl)(=O)C(Cl)=O.[C:18]1([O:24][CH2:25][CH3:26])[CH:23]=[CH:22][CH:21]=[CH:20][CH:19]=1.[Al+3].[Cl-].[Cl-].[Cl-].Cl.[OH-].[Na+]>C(Cl)Cl.CN(C=O)C>[Br:1][C:2]1[CH:3]=[CH:4][C:5]([Cl:11])=[C:6]([CH:10]=1)[C:7]([C:21]1[CH:22]=[CH:23][C:18]([O:24][CH2:25][CH3:26])=[CH:19][CH:20]=1)=[O:9] |f:3.4.5.6,8.9|. Reported procedure: To a stirred suspension of commercial 5-bromo-2-chlorobenzoic acid (250 g, 1.06 mol) in 450 mL of CH2Cl2 containing oxalyl chloride (1.1 mol) was added 1.5 mL of DMF. Once the vigorous evolution of gas ceased, the reaction was stirred overnight prior to removal of the volatiles under vacuum using a rotary evaporator. After dissolving the crude 5-bromo-2-chlorobenzoyl chloride in 200 ml of CH2Cl2, the yellow solution was transferred to a 2 L 3-neck flask equipped with an overhead stirrer and an i... The reactants are CS(=O)(=O)O (methanesulphonic acid), O1C(CCCC1)ONC(=O)[C@@H](C\C=C\C1=CC=CC=C1)[C@H](C(=O)NN(CC=1C=NC=CC1)S(=O)(=O)C)CC(C)C ((E)-2(R)-[1(S)-[(tetrahydro-2(RS)-pyranyloxy)carbamoyl]-4-phenyl-3-butenyl]-2′-(methanesulphonyl)-4-methyl-2′-[(3-pyridyl)methyl]valerohydrazide). The product is CS(=O)(=O)O.ONC(=O)[C@@H](C\C=C\C1=CC=CC=C1)[C@H](C(=O)NN(CC=1C=NC=CC1)S(=O)(=O)C)CC(C)C ((E)-2(R)-[1(S)-(hydroxycarbamoyl)-4-phenyl-3-butenyl]-2′-(methanesulphonyl)-4-methyl-2′-[(3-pyridyl)methyl]valerohydrazide methanesulphonate). RXN SMILES: [CH3:1][S:2]([OH:5])(=[O:4])=[O:3].O1CCCCC1[O:12][NH:13][C:14]([C@H:16]([C@@H:26]([CH2:42][CH:43]([CH3:45])[CH3:44])[C:27]([NH:29][N:30]([S:38]([CH3:41])(=[O:40])=[O:39])[CH2:31][C:32]1[CH:33]=[N:34][CH:35]=[CH:36][CH:37]=1)=[O:28])[CH2:17]/[CH:18]=[CH:19]/[C:20]1[CH:25]=[CH:24][CH:23]=[CH:22][CH:21]=1)=[O:15]>>[CH3:1][S:2]([OH:5])(=[O:4])=[O:3].[OH:12][NH:13][C:14]([C@H:16]([C@@H:26]([CH2:42][CH:43]([CH3:45])[CH3:44])[C:27]([NH:29][N:30]([S:38]([CH3:41])(=[O:40])=[O:39])[CH2:31][C:32]1[CH:33]=[N:34][CH:35]=[CH:36][CH:37]=1)=[O:28])[CH2:17]/[CH:18]=[CH:19]/[C:20]1[CH:25]=[CH:24][CH:23]=[CH:22][CH:21]=1)=[O:15] |f:2.3|. Procedure: In a manner analogous to that described in the first paragraph of Example 2, but using methanesulphonic acid in place of p-toluenesulphonic acid, starting from 0.2 g of (E)-2(R)-[1(S)-[(tetrahydro-2(RS)-pyranyloxy)carbamoyl]-4-phenyl-3-butenyl]-2′-(methanesulphonyl)-4-methyl-2′-[(3-pyridyl)methyl]valerohydrazide there was obtained 0.177 g of (E)-2(R)-[1(S)-(hydroxycarbamoyl)-4-phenyl-3-butenyl]-2′-(methanesulphonyl)-4-methyl-2′-[(3-pyridyl)methyl]valerohydrazide methanesulphonate in the form of ...